From a dataset of the Open Reaction Database (ORD), a public repository of structured organic reaction records. describe an organic reaction: reactants, conditions, products, and yield The product is C(#N)C=1C(=C2C=CN(C2=CC1)CC(=O)OC(C)(C)C)C(F)(F)F (1,1-Dimethylethyl [5-cyano-4-(trifluoromethyl)-1H-indol-1-yl]acetate). Starting materials: FC(C1=C2C=CNC2=CC=C1C#N)(F)F (4-(trifluoromethyl)-1H-indole-5-carbonitrile), BrCC(=O)OC(C)(C)C (1,1-dimethylethyl bromoacetate). RXN SMILES: [F:1][C:2]([F:15])([F:14])[C:3]1[C:11]([C:12]#[N:13])=[CH:10][CH:9]=[C:8]2[C:4]=1[CH:5]=[CH:6][NH:7]2.Br[CH2:17][C:18]([O:20][C:21]([CH3:24])([CH3:23])[CH3:22])=[O:19]>>[C:12]([C:11]1[C:3]([C:2]([F:14])([F:1])[F:15])=[C:4]2[C:8](=[CH:9][CH:10]=1)[N:7]([CH2:17][C:18]([O:20][C:21]([CH3:24])([CH3:23])[CH3:22])=[O:19])[CH:6]=[CH:5]2)#[N:13]. Reported procedure: Synthesized as described in Example 4 using 4-(trifluoromethyl)-1H-indole-5-carbonitrile and 1,1-dimethylethyl bromoacetate: MS (ES) m/z 325 (M+1). The reactants are Cl.COC=1C=C(C=CC1OC)C=1C(C(N(N1)C1CCNCC1)=O)(C)C (5-(3,4-dimethoxyphenyl)-4,4-dimethyl-2-(piperidin-4-yl)-2,4-dihydro-3H-pyrazol-3-one hydrochloride), Cl.COC=1C=C(C=CC1OC)C=1C(C(N(N1)C1CCNCC1)=O)(C)C (5-(3,4-dimethoxyphenyl)-4,4-dimethyl-2-(piperidin-4-yl)-2,4-dihydro-3H-pyrazol-3-one hydrochloride), COC1=CC=C(C(=O)Cl)C=C1 (4-methoxybenzoyl chloride). Product: COC=1C=C(C=CC1OC)C=1C(C(N(N1)C1CCN(CC1)C(=O)C1=CC=C(C=C1)OC)=O)(C)C (5-(3,4-Dimethoxyphenyl)-2-{1-[(4-methoxyphenyl)carbonyl]piperidin-4-yl}-4,4-dimethyl-2,4-dihydro-3H-pyrazol-3-one). RXN SMILES: Cl.[CH3:2][O:3][C:4]1[CH:5]=[C:6]([C:12]2[C:13]([CH3:25])([CH3:24])[C:14](=[O:23])[N:15]([CH:17]3[CH2:22][CH2:21][NH:20][CH2:19][CH2:18]3)[N:16]=2)[CH:7]=[CH:8][C:9]=1[O:10][CH3:11].[CH3:26][O:27][C:28]1[CH:36]=[CH:35][C:31]([C:32](Cl)=[O:33])=[CH:30][CH:29]=1>>[CH3:2][O:3][C:4]1[CH:5]=[C:6]([C:12]2[C:13]([CH3:25])([CH3:24])[C:14](=[O:23])[N:15]([CH:17]3[CH2:22][CH2:21][N:20]([C:32]([C:31]4[CH:35]=[CH:36][C:28]([O:27][CH3:26])=[CH:29][CH:30]=4)=[O:33])[CH2:19][CH2:18]3)[N:16]=2)[CH:7]=[CH:8][C:9]=1[O:10][CH3:11] |f:0.1|. Procedure: The title compound is prepared analogously as described for GP1 using 5-(3,4-dimethoxyphenyl)-4,4-dimethyl-2-(piperidin-4-yl)-2,4-dihydro-3H-pyrazol-3-one hydrochloride (compound B1*HCl) and 4-methoxybenzoyl chloride as starting compounds. The crude product is purified by crystallization from EA to yield the title compound. The reactants are C(C)OC(CC1=CC(=C(C=C1)OC)OC1=C(C=C(C=C1)N)CSC(C)(C)C)=O ([3-(4-amino-2-tert-butylsulfanylmethyl-phenoxy)-4-methoxy-phenyl]-acetic acid ethyl ester), C(C(C)(C)C)(=O)Cl (pivaloyl chloride). Yields the product C(C)OC(CC1=CC(=C(C=C1)OC)OC1=C(C=C(C=C1)NC(C(C)(C)C)=O)CSC(C)(C)C)=O ({3-[2-tert-Butylsulfanylmethyl-4-(2,2-dimethyl-propionylamino)-phenoxy]-4-methoxy-phenyl}-acetic acid ethyl ester). Reaction SMILES: [CH2:1]([O:3][C:4](=[O:28])[CH2:5][C:6]1[CH:11]=[CH:10][C:9]([O:12][CH3:13])=[C:8]([O:14][C:15]2[CH:20]=[CH:19][C:18]([NH2:21])=[CH:17][C:16]=2[CH2:22][S:23][C:24]([CH3:27])([CH3:26])[CH3:25])[CH:7]=1)[CH3:2].[C:29](Cl)(=[O:34])[C:30]([CH3:33])([CH3:32])[CH3:31]>>[CH2:1]([O:3][C:4](=[O:28])[CH2:5][C:6]1[CH:11]=[CH:10][C:9]([O:12][CH3:13])=[C:8]([O:14][C:15]2[CH:20]=[CH:19][C:18]([NH:21][C:29](=[O:34])[C:30]([CH3:33])([CH3:32])[CH3:31])=[CH:17][C:16]=2[CH2:22][S:23][C:24]([CH3:27])([CH3:26])[CH3:25])[CH:7]=1)[CH3:2]. Reported procedure: Prepared according to the procedure described in Example 3, Step 6, using the following starting materials: [3-(4-amino-2-tert-butylsulfanylmethyl-phenoxy)-4-methoxy-phenyl]-acetic acid ethyl ester and pivaloyl chloride. Starting materials: C1(CCCCC1)[C@@H]1NC(O[C@H]2[C@H](CCCCCC=3C(=NC=4C=CC=CC4C3OC3CCN(CC3)C(=O)OC(C)(C)C)O[C@@H]3C[C@H](N(C1=O)C3)C(N[C@]3([C@@H](C3)C=C)C(NS(=O)(=O)C3(CC3)C)=O)=O)C2)=O (tert-butyl 4-{[(1aR,5S,8S,10R,22aR)-5-cyclohexyl-8-{[(1R,2S)-2-ethenyl-1-{[(1-methylcyclopropyl)sulfonyl]carbamoyl}cyclopropyl]carbamoyl}-3,6-dioxo-1,1a,3,4,5,6,9,10,18,19,20,21,22,22a-tetradecahydro-8H-7,10-methanocyclopropa[18,19][1,10,3,6]dioxadiazacyclononadecino[11,12-b]quinolin-17-yl]oxy}piperidine-1-carboxylate), FC(C(=O)O)(F)F (trifluoroacetic acid). Run in ClCCl (dichloromethane). Run at time 2 hour. Product: FC(C(=O)[O-])(F)F.C1(CCCCC1)[C@@H]1NC(O[C@H]2[C@H](CCCCCC=3C(=NC=4C=CC=CC4C3OC3CC[NH2+]CC3)O[C@@H]3C[C@H](N(C1=O)C3)C(N[C@]3([C@@H](C3)C=C)C(NS(=O)(=O)C3(CC3)C)=O)=O)C2)=O (4-{[(1aR,5S,8S,10R,22aR)-5-cyclohexyl-8-{[(1R,2S)-2-ethenyl-1-{[(1-methylcyclopropyl)sulfonyl]carbamoyl}cyclopropyl]carbamoyl}-3,6-dioxo-1,1a,3,4,5,6,9,10,18,19,20,21,22,22a-tetradecahydro-8H-7,10-methanocyclopropa[18,19][1,10,3,6]dioxadiazacyclononadecino[11,12-b]quinolin-17-yl]oxy}-piperidinium trifluoroacetate). As a reaction SMILES: [CH:1]1([C@H:7]2[C:47](=[O:48])[N:46]3[CH2:49][C@@H:43]([CH2:44][C@H:45]3[C:50](=[O:67])[NH:51][C@:52]3([C:57](=[O:66])[NH:58][S:59]([C:62]4([CH3:65])[CH2:64][CH2:63]4)(=[O:61])=[O:60])[CH2:54][C@H:53]3[CH:55]=[CH2:56])[O:42][C:19]3=[N:20][C:21]4[CH:22]=[CH:23][CH:24]=[CH:25][C:26]=4[C:27]([O:28][CH:29]4[CH2:34][CH2:33][N:32](C(OC(C)(C)C)=O)[CH2:31][CH2:30]4)=[C:18]3[CH2:17][CH2:16][CH2:15][CH2:14][CH2:13][C@@H:12]3[CH2:68][C@H:11]3[O:10][C:9](=[O:69])[NH:8]2)[CH2:6][CH2:5][CH2:4][CH2:3][CH2:2]1.[F:70][C:71]([F:76])([F:75])[C:72]([OH:74])=[O:73]>ClCCl>[F:70][C:71]([F:76])([F:75])[C:72]([O-:74])=[O:73].[CH:1]1([C@H:7]2[C:47](=[O:48])[N:46]3[CH2:49][C@@H:43]([CH2:44][C@H:45]3[C:50](=[O:67])[NH:51][C@:52]3([C:57](=[O:66])[NH:58][S:59]([C:62]4([CH3:65])[CH2:63][CH2:64]4)(=[O:61])=[O:60])[CH2:54][C@H:53]3[CH:55]=[CH2:56])[O:42][C:19]3=[N:20][C:21]4[CH:22]=[CH:23][CH:24]=[CH:25][C:26]=4[C:27]([O:28][CH:29]4[CH2:30][CH2:31][NH2+:32][CH2:33][CH2:34]4)=[C:18]3[CH2:17][CH2:16][CH2:15][CH2:14][CH2:13][C@@H:12]3[CH2:68][C@H:11]3[O:10][C:9](=[O:69])[NH:8]2)[CH2:6][CH2:5][CH2:4][CH2:3][CH2:2]1 |f:3.4|. Procedure: To a solution of Example 235 (100 mg, 0.103 mmol) in dichloromethane (5 ml) was added trifluoroacetic acid (1.025 ml, 0.103 mmol). The reaction was stirred at room temperature for 2 hours at which stage LCMS indicated complete hydrolysis of the NBoc group. The volatiles were evaporated under reduced pressure and the residue was diluted with DCM and azeotroped twice with toluene. The resulting residue (˜101 mg) was dried under vacuum and used for the next step without purification. Reactants: CC=1OCC(N1)(CO)CC (2-methyl-4-ethyl-4-hydroxymethyl-2-oxazoline), C(CCC)(=O)O (butyric acid). Yields the product CC=1OCC(N1)(COC(CCC)=O)CC (2-methyl-4-ethyl-4-butyryloxymethyl-2-oxazoline). As a reaction SMILES: [CH3:1][C:2]1[O:3][CH2:4][C:5]([CH2:9][CH3:10])([CH2:7][OH:8])[N:6]=1.[C:11](O)(=[O:15])[CH2:12][CH2:13][CH3:14]>>[CH3:1][C:2]1[O:3][CH2:4][C:5]([CH2:9][CH3:10])([CH2:7][O:8][C:11](=[O:15])[CH2:12][CH2:13][CH3:14])[N:6]=1. Procedure details: The 2-methyl-4-ethyl-4-hydroxymethyl-2-oxazoline is reacted with butyric acid in a 1:1 molar ratio following the method of Purcell to produce 2-methyl-4-ethyl-4-butyryloxymethyl-2-oxazoline.